From a dataset of the Open Reaction Database (ORD), a public repository of structured organic reaction records. describe an organic reaction: reactants, conditions, products, and yield Starting materials: O=C([O-])[O-], CCOC(C)=O, N#Cc1cccc(Cl)n1, [K+], [K+], CN(C)C=O, O, c1cn[nH]c1. The product is N#Cc1cccc(-n2cccn2)n1. RXN SMILES: [C:15](=[O:16])([O-:17])[O-:18].[CH3:21][CH2:22][O:23][C:24](=[O:25])[CH3:26].[Cl:1][c:2]1[cH:3][cH:4][cH:5][c:6]([C:8]#[N:9])[n:7]1.[K+:19].[K+:20].[O:27]=[CH:28][N:29]([CH3:30])[CH3:31].[OH2:32].[nH:10]1[n:11][cH:12][cH:13][cH:14]1>>[c:2]1(-[n:10]2[n:11][cH:12][cH:13][cH:14]2)[cH:3][cH:4][cH:5][c:6]([C:8]#[N:9])[n:7]1.